Dataset: the Open Reaction Database (ORD), a public repository of structured organic reaction records. Task: describe an organic reaction: reactants, conditions, products, and yield Reactants: NC1=NC=NC2=CC=CC=C12 (4-aminoquinazoline), C(C)OC=C(C(=O)OCC)C(=O)OCC (diethyl ethoxymethylenepropanedioate). Solvent: CN(C=O)C (N,N-dimethylformamide). Reaction conditions: temperature 160 celsius, time 20 minute. Yields the product C(C)OC(C(C(=O)OCC)=CNC1=NC=NC2=CC=CC=C12)=O (diethyl[(4-quinazolinylamino)methylene]propanedioate). Yield: 90.1%. RXN SMILES: [NH2:1][C:2]1[C:11]2[C:6](=[CH:7][CH:8]=[CH:9][CH:10]=2)[N:5]=[CH:4][N:3]=1.C(O[CH:15]=[C:16]([C:22]([O:24][CH2:25][CH3:26])=[O:23])[C:17]([O:19][CH2:20][CH3:21])=[O:18])C>CN(C)C=O>[CH2:20]([O:19][C:17](=[O:18])[C:16](=[CH:15][NH:1][C:2]1[C:11]2[C:6](=[CH:7][CH:8]=[CH:9][CH:10]=2)[N:5]=[CH:4][N:3]=1)[C:22]([O:24][CH2:25][CH3:26])=[O:23])[CH3:21]. Reported procedure: A mixture of 4-aminoquinazoline (11.6 g) and diethyl ethoxymethylenepropanedioate (19.0 g) in N,N-dimethylformamide (40 ml) was stirred for 1 hour and 20 minutes at 160° C. and then cooled to 0° C. to precipitate crystals. To the mixture was added small volume of water with stirring. The crystals were separated by filtration, washed with water, dried overnight under reduced pressure and dissolved in ethyl acetate. The resultant solution was dried over anhydrous magnesium sulfate and recrystalliz... Starting materials: C=CCBr, CN(C)C=O, [H-], [Na+], CCOC(=O)C1CCc2cc(O)ccc2O1. Product: C=CCOc1ccc2c(c1)CCC(C(=O)OCC)O2. Reaction SMILES: [Br:19][CH2:20][CH:21]=[CH2:22].[CH3:23][N:24]([CH3:25])[CH:26]=[O:27].[H-:17].[Na+:18].[OH:1][c:2]1[cH:3][cH:4][c:5]2[c:6]([cH:16]1)[CH2:7][CH2:8][CH:9]([C:11](=[O:12])[O:13][CH2:14][CH3:15])[O:10]2>>[O:1]([c:2]1[cH:3][cH:4][c:5]2[c:6]([cH:16]1)[CH2:7][CH2:8][CH:9]([C:11](=[O:12])[O:13][CH2:14][CH3:15])[O:10]2)[CH2:22][CH:21]=[CH2:20]. Starting materials: S(O)(O)(=O)=O (sulfuric acid), C(O)([O-])=O.[Na+] (sodium hydrogencarbonate), [N+](=O)([O-])C1=CC=C(C=C1)C=1SC(=C(N1)C1=CC=C(C=C1)[N+](=O)[O-])C1=CC=C(C=C1)[N+](=O)[O-] (2,4,5-tris(4'-nitrophenyl)thiazole), CN(C=O)C (N,N-dimethylformamide). Reagents/catalysts: [Fe] (iron). The solvent is O (water). Reaction conditions: temperature 100 celsius, time 1 hour. The product is NC1=CC=C(C=C1)C=1SC(=C(N1)C1=CC=C(C=C1)N)C1=CC=C(C=C1)N (2,4,5-tris(4'-aminophenyl)thiazole). RXN SMILES: [N+:1]([C:4]1[CH:9]=[CH:8][C:7]([C:10]2[S:11][C:12]([C:24]3[CH:29]=[CH:28][C:27]([N+:30]([O-])=O)=[CH:26][CH:25]=3)=[C:13]([C:15]3[CH:20]=[CH:19][C:18]([N+:21]([O-])=O)=[CH:17][CH:16]=3)[N:14]=2)=[CH:6][CH:5]=1)([O-])=O.CN(C)C=O.S(=O)(=O)(O)O.C(=O)([O-])O.[Na+]>[Fe].O>[NH2:1][C:4]1[CH:5]=[CH:6][C:7]([C:10]2[S:11][C:12]([C:24]3[CH:29]=[CH:28][C:27]([NH2:30])=[CH:26][CH:25]=3)=[C:13]([C:15]3[CH:20]=[CH:19][C:18]([NH2:21])=[CH:17][CH:16]=3)[N:14]=2)=[CH:8][CH:9]=1 |f:3.4|. Reported procedure: 15 g (0.034 mol) of the thus obtained 2,4,5-tris(4'-nitrophenyl)thiazole was mixed with 500 ml of N,N-dimethylformamide and 20 g of iron powder. The mixture was admixed with 10 ml of concentrated sulfuric acid and 30 ml of water. The admixture was heated to a temperature of 100° C. with thorough stirring. After 1 hour passed, the solution was neutralized with a saturated aqueous solution of sodium hydrogencarbonate with the reaction temperature kept at 100° C. to adjust the pH value thereof to 8...